From a dataset of the Open Reaction Database (ORD), a public repository of structured organic reaction records. describe an organic reaction: reactants, conditions, products, and yield Starting materials: ClC1=C2C=C(NC2=CC=C1C#N)C (4-chloro-2-methyl-1H-indole-5-carbonitrile), BrCCOC1=C(C=C(C=C1)F)F (1-[(2-bromoethyl)oxy]-2,4-difluorobenzene). Yields the product ClC1=C2C=C(N(C2=CC=C1C#N)CCOC1=C(C=C(C=C1)F)F)C (4-Chloro-1-{2-[(2,4-difluorophenyl)oxy]ethyl}-2-methyl-1H-indole-5-carbonitrile). Reaction SMILES: [Cl:1][C:2]1[C:10]([C:11]#[N:12])=[CH:9][CH:8]=[C:7]2[C:3]=1[CH:4]=[C:5]([CH3:13])[NH:6]2.Br[CH2:15][CH2:16][O:17][C:18]1[CH:23]=[CH:22][C:21]([F:24])=[CH:20][C:19]=1[F:25]>>[Cl:1][C:2]1[C:10]([C:11]#[N:12])=[CH:9][CH:8]=[C:7]2[C:3]=1[CH:4]=[C:5]([CH3:13])[N:6]2[CH2:15][CH2:16][O:17][C:18]1[CH:23]=[CH:22][C:21]([F:24])=[CH:20][C:19]=1[F:25]. Procedure: Synthesized as described in Example 4 from 4-chloro-2-methyl-1H-indole-5-carbonitrile and 1-[(2-bromoethyl)oxy]-2,4-difluorobenzene: 1H NMR (400 MHz, DMSO-d6) δ 7.88 (s, 1 H), 7.76 (d, J=8.7 Hz, 1 H), 7.50 (d, J=8.7 Hz, 1 H), 7.26-7.15 (m, 1 H), 7.10-7.00 (m, 1 H), 6.92-6.88 (m, 1 H), 4.67 (t, J=5.0 Hz, 2 H), 4.30 (t, J=5.0 Hz, 2 H), 3.30 (s, 3 H); MS (ES) m/z 347 (M+1). Yield: 86.1%. Procedure details: 10 g of 1-benzyl-4-methanesulfonyloxymethyl-4-azidomethyl-pyrrolidine-3-one-O-methyloxime was dissolved in 100 ml of ethyl acetate and thereto 5 ml of 50% Raney nickel slurry was added and the resulting mixture was stirred for 3 hours under the pressure of hydrogen. The reaction mixture was filtered and concentrated under the reduced pressure to give 8.0 g of 1-benzyl-4-methanesulfonyloxymethyl-4-aminomethyl-pyrrolidine-3-one-O-methyloxime(yield: 86%). The obtained compound was dissolved in 200 ... Product: CON=C1CN(CC1(CN)COS(=O)(=O)C)CC1=CC=CC=C1 (1-benzyl-4-methanesulfonyloxymethyl-4-aminomethyl-pyrrolidine-3-one-O-methyloxime). Reactants: CON=C1CN(CC1(CN=[N+]=[N-])COS(=O)(=O)C)CC1=CC=CC=C1 (1-benzyl-4-methanesulfonyloxymethyl-4-azidomethyl-pyrrolidine-3-one-O-methyloxime), [H][H] (hydrogen). As a reaction SMILES: [CH3:1][O:2][N:3]=[C:4]1[C:8]([CH2:13][O:14][S:15]([CH3:18])(=[O:17])=[O:16])([CH2:9][N:10]=[N+]=[N-])[CH2:7][N:6]([CH2:19][C:20]2[CH:25]=[CH:24][CH:23]=[CH:22][CH:21]=2)[CH2:5]1.[H][H]>C(OCC)(=O)C.[Ni]>[CH3:1][O:2][N:3]=[C:4]1[C:8]([CH2:13][O:14][S:15]([CH3:18])(=[O:16])=[O:17])([CH2:9][NH2:10])[CH2:7][N:6]([CH2:19][C:20]2[CH:25]=[CH:24][CH:23]=[CH:22][CH:21]=2)[CH2:5]1. Reagents/catalysts: [Ni] (Raney nickel). Solvent: C(C)(=O)OCC (ethyl acetate). Reactants: Cl.O1CCOC12CCC(CC2)NCCCC2=CC=CC=C2 ((1,4-dioxa-spiro[4.5]dec-8-yl)-(3-phenyl-propyl)-amine hydrochloride), FC(C(=O)O)(F)F (trifluoroacetic acid), C(=O)(O)[O-].[Na+] (NaHCO3). Run in O (H2O). Run at time 48 hour. Yields the product C1(=CC=CC=C1)CCCNC1CCC(CC1)=O (4-(3-Phenyl-propylamino)-cyclohexanone). RXN SMILES: Cl.O1[C:6]2([CH2:11][CH2:10][CH:9]([NH:12][CH2:13][CH2:14][CH2:15][C:16]3[CH:21]=[CH:20][CH:19]=[CH:18][CH:17]=3)[CH2:8][CH2:7]2)[O:5]CC1.FC(F)(F)C(O)=O.C([O-])(O)=O.[Na+]>O>[C:16]1([CH2:15][CH2:14][CH2:13][NH:12][CH:9]2[CH2:10][CH2:11][C:6](=[O:5])[CH2:7][CH2:8]2)[CH:17]=[CH:18][CH:19]=[CH:20][CH:21]=1 |f:0.1,3.4|. Procedure details: A mixture of (1,4-dioxa-spiro[4.5]dec-8-yl)-(3-phenyl-propyl)-amine hydrochloride (1:1) (3.35 g, 10.7 mmol), H2O (25 ml) and trifluoroacetic acid (2.47 ml, 32.2 mmol) was left at r.t for 48 h. NaHCO3 (10%, 100 ml) was added and the solution was extracted with CH2Cl2. Drying of the organic layer (Na2SO4) and evaporation left 4-(3-phenyl-propylamino)-cyclohexanone as a slightly coloured oil (2.4 g, 97%, MS: m/e=232.2 (M+H+)). Reactants: C(C)C1C(CC(C(C(OC(C2CCCCN2C(C(C2(C(CC(C(C(CC(CC(=C1)C)C)OC)O2)OC)C)O)=O)=O)=O)C(=CC2CC(C(CC2)N=[N+]=[N-])OCC=C)C)C)O)=O (17-ethyl-1,14-dihydroxy-12-[2'-(4"-azido-3"-allyloxycyclohexyl)-1'-methylvinyl]-23,25-dimethoxy-13,19,21,27-tetramethyl-11,28-dioxa-4-azatricyclo[22.3.1.04,9 ]octacos-18-ene-2,3,10,16-tetraone), C1(=CC=CC=C1)P(C1=CC=CC=C1)C1=CC=CC=C1 (triphenylphosphine). The solvent is C1=CC=CC=C1 (benzene). Run at temperature 70 celsius, time 25 hour. Product: [OH-].[NH4+] (ammonium hydroxide), C(C)C1C(CC(C(C(OC(C2CCCCN2C(C(C2(C(CC(C(C(CC(CC(=C1)C)C)OC)O2)OC)C)O)=O)=O)=O)C(=CC2CC(C(CC2)N)OCC=C)C)C)O)=O (17-Ethyl-1,14-dihydroxy-12-[2'-(4"-amino-3"-allyloxycyclohexyl)-1'-methylvinyl]-23,25-dimethoxy-13,19,21,27-tetramethyl-11,28-dioxa-4-azatricyclo[22.3.1.04,9 ]octacos-18-ene-2,3,10,16-tetraone). The yield is 123.8%. RXN SMILES: [CH2:1]([CH:3]1[CH:29]=[C:28]([CH3:30])[CH2:27][CH:26]([CH3:31])[CH2:25][CH:24]([O:32][CH3:33])[CH:23]2[O:34][C:19]([OH:38])([CH:20]([CH3:37])[CH2:21][CH:22]2[O:35][CH3:36])[C:18](=[O:39])[C:17](=[O:40])[N:16]2[CH:11]([CH2:12][CH2:13][CH2:14][CH2:15]2)[C:10](=[O:41])[O:9][CH:8]([C:42]([CH3:57])=[CH:43][CH:44]2[CH2:49][CH2:48][CH:47]([N:50]=[N+]=[N-])[CH:46]([O:53][CH2:54][CH:55]=[CH2:56])[CH2:45]2)[CH:7]([CH3:58])[CH:6]([OH:59])[CH2:5][C:4]1=[O:60])[CH3:2].C1(P(C2C=CC=CC=2)C2C=CC=CC=2)C=CC=CC=1>C1C=CC=CC=1>[OH-:9].[NH4+:16].[CH2:1]([CH:3]1[CH:29]=[C:28]([CH3:30])[CH2:27][CH:26]([CH3:31])[CH2:25][CH:24]([O:32][CH3:33])[CH:23]2[O:34][C:19]([OH:38])([CH:20]([CH3:37])[CH2:21][CH:22]2[O:35][CH3:36])[C:18](=[O:39])[C:17](=[O:40])[N:16]2[CH:11]([CH2:12][CH2:13][CH2:14][CH2:15]2)[C:10](=[O:41])[O:9][CH:8]([C:42]([CH3:57])=[CH:43][CH:44]2[CH2:49][CH2:48][CH:47]([NH2:50])[CH:46]([O:53][CH2:54][CH:55]=[CH2:56])[CH2:45]2)[CH:7]([CH3:58])[CH:6]([OH:59])[CH2:5][C:4]1=[O:60])[CH3:2] |f:3.4|. Procedure details: To a solution of 17-ethyl-1,14-dihydroxy-12-[2'-(4"-azido-3"-allyloxycyclohexyl)-1'-methylvinyl]-23,25-dimethoxy-13,19,21,27-tetramethyl-11,28-dioxa-4-azatricyclo[22.3.1.04,9 ]octacos-18-ene-2,3,10,16-tetraone (10 mg) in 10% aqueous benzene (400 μl) was added triphenylphosphine (3.4 mg) and the mixture heated to 70° C. with stirring. After 25 hours, the stir bar was removed and the reaction cooled to room temperature. The mixture was concentrated to 10% volume in vacuo and applied directly to a ... Starting materials: C(Cl)Cl (CH2Cl2), O=P(Cl)(Cl)Cl (POCl3), CC1(C2=C(SC=C2)C=2SC=CC21)C (4,4-dimethyl-4H-cyclopenta[2,1-b:3,4-b′]dithiophene), C(=O)([O-])[O-].[K+].[K+] (K2CO3). Run in C(Cl)Cl.CN(C)C=O (CH2Cl2 DMF). Conditions: temperature 100 celsius, time 10 minute. Product: CC1(C2=C(SC=C2)C=2SC(=CC21)C=O)C (4,4-Dimethyl-4H-cyclopenta[2,1-b:3,4-b′]dithiophene-2-carboxaldehyde). As a reaction SMILES: O=P(Cl)(Cl)Cl.[CH3:6][C:7]1([CH3:18])[C:17]2[CH:16]=[CH:15][S:14][C:13]=2[C:9]2[S:10][CH:11]=[CH:12][C:8]1=2.[C:19]([O-])([O-])=[O:20].[K+].[K+].C(Cl)Cl>C(Cl)Cl.CN(C=O)C>[CH3:6][C:7]1([CH3:18])[C:8]2[CH:12]=[C:11]([CH:19]=[O:20])[S:10][C:9]=2[C:13]2[S:14][CH:15]=[CH:16][C:17]1=2 |f:2.3.4,6.7|. Reported procedure: 1 mL POCl3 was added to a vigorously stirred solution of 4,4-dimethyl-4H-cyclopenta[2,1-b:3,4-b′]dithiophene (381.2 mg, 1.85 mmol) in 6 mL 5:1 CH2Cl2/DMF solvent mixture. The mixture was sealed in a pressure vessel and stirred at 100° C. for 10 min. The solution turned yellow then red upon cooling down. The reaction mixture was then basified with K2CO3 solution, stirred for 30 min more at room temperature to allow complete hydrolysis. The organic product was then extracted with CH2Cl2, concentra... The reactants are [OH-].[Na+] (sodium hydroxide), Cl (HCl), COC1=CC2=C(CC(N(C=C2)CCCN(C(OC(C)(C)C)=O)C)=O)C=C1OC (tert-Butyl [3-(7,8-dimethoxy-2-oxo-1,2-dihydro-3H-3-benzazepin-3-yl)propyl]-methylcarbamate). Run in C(C)O (ethanol), C(C)O (ethanol), O (water). Reaction conditions: temperature 60 celsius. Yields the product COC1=CC2=C(CC(N(C=C2)CCCNC)=O)C=C1OC (7,8-Dimethoxy-3-[3-(methylamino)propyl]-1,3-dihydro-2H-3-benzazepin-2-one). The yield is 78.0%. As a reaction SMILES: [CH3:1][O:2][C:3]1[C:26]([O:27][CH3:28])=[CH:25][C:6]2[CH2:7][C:8](=[O:24])[N:9]([CH2:12][CH2:13][CH2:14][N:15](C)[C:16](=O)OC(C)(C)C)[CH:10]=[CH:11][C:5]=2[CH:4]=1.Cl.[OH-].[Na+]>C(O)C.O>[CH3:1][O:2][C:3]1[C:26]([O:27][CH3:28])=[CH:25][C:6]2[CH2:7][C:8](=[O:24])[N:9]([CH2:12][CH2:13][CH2:14][NH:15][CH3:16])[CH:10]=[CH:11][C:5]=2[CH:4]=1 |f:2.3|. Reported procedure: Dissolve 1.9 g (4.86 mmol) of the product obtained in Step 1 in 30 ml of ethanol and add to that solution 7 ml (24.3 mmol, 5 equivalents) of HCl in ethanol (3.5N). Heat overnight at 60° C. and evaporate the reaction mixture to dryness. The residue obtained is taken up in water, and the aqueous phase is then adjusted to pH=8 by adding 20% sodium hydroxide solution and extracted with dichloromethane. The organic phase is washed with water, dried over MgSO4, filtered and then evaporated to dryness....